Dataset: the Open Reaction Database (ORD), a public repository of structured organic reaction records. Task: describe an organic reaction: reactants, conditions, products, and yield Reactants: C1(=CC=CC=C1)N=C=O (phenyl isocyanate), COC=1C=C2C(=NC=NC2=CC1OC)NC=1SC2=C(N1)C=CC(=C2)N (N2-(6,7-di-methoxyquinazolin-4-yl)benzothiazole-2,6-diamine). Solvent: O (water). Product: COC=1C=C2C(=NC=NC2=CC1OC)NC=1SC2=C(N1)C=CC(=C2)NC(=O)NC2=CC=CC=C2 (1-[2-(6,7-Dimethoxyquinazolin-4-ylamino)benzothiazol-6-yl]-3-phenylurea), solid. Isolated yield 18.6%. Reaction SMILES: [C:1]1([N:7]=[C:8]=[O:9])[CH:6]=[CH:5][CH:4]=[CH:3][CH:2]=1.[CH3:10][O:11][C:12]1[CH:13]=[C:14]2[C:19](=[CH:20][C:21]=1[O:22][CH3:23])[N:18]=[CH:17][N:16]=[C:15]2[NH:24][C:25]1[S:26][C:27]2[CH:33]=[C:32]([NH2:34])[CH:31]=[CH:30][C:28]=2[N:29]=1>O>[CH3:10][O:11][C:12]1[CH:13]=[C:14]2[C:19](=[CH:20][C:21]=1[O:22][CH3:23])[N:18]=[CH:17][N:16]=[C:15]2[NH:24][C:25]1[S:26][C:27]2[CH:33]=[C:32]([NH:34][C:8]([NH:7][C:1]3[CH:6]=[CH:5][CH:4]=[CH:3][CH:2]=3)=[O:9])[CH:31]=[CH:30][C:28]=2[N:29]=1. Procedure: 1-[2-(6,7-Dimethoxyquinazolin-4-ylamino)benzothiazol-6-yl]-3-phenylurea was prepared from phenyl isocyanate (13 μL, 0.113 mmol) and N2-(6,7-di-methoxyquinazolin-4-yl)benzothiazole-2,6-diamine (40 mg, 0.113 mmol) according to GP 3. The mixture was poured into water (20 mL) and the resulting precipitate was purified by preparative HPLC to obtain a yellow solid (10 mg, 21 μmol, 19%). LC/ESI-MS: m/z=473 [M+H]+; m/z=471 [M−H]−; Rt=3.10 min. Reactants: O (water), NC1=NC(=C(C(=N1)C)Br)C (2-amino-5-bromo-4,6-dimethylpyrimidine), C1(=CC=C(C=C1)S(=O)(=O)O)C (p-toluenesulfonic acid), CC(CCC(C)=O)=O (2,5-hexanedione). Run in C1(=CC=CC=C1)C (toluene). Product: BrC=1C(=NC(=NC1C)N1C(=CC=C1C)C)C (5-Bromo-2-(2,5-dimethyl-1H-pyrrol-1-yl)-4,6-dimethylpyrimidine). Reaction SMILES: [NH2:1][C:2]1[N:7]=[C:6]([CH3:8])[C:5]([Br:9])=[C:4]([CH3:10])[N:3]=1.[CH3:11][C:12](=O)[CH2:13][CH2:14][C:15](=O)[CH3:16].C1(C)C=CC(S(O)(=O)=O)=CC=1.O>C1(C)C=CC=CC=1>[Br:9][C:5]1[C:4]([CH3:10])=[N:3][C:2]([N:1]2[C:15]([CH3:16])=[CH:14][CH:13]=[C:12]2[CH3:11])=[N:7][C:6]=1[CH3:8]. Reported procedure: To a stirred solution containing 2.00 g (9.89 mmol) of 2-amino-5-bromo-4,6-dimethylpyrimidine in 16 mL of anhydrous toluene was added 1.36 mL (11.5 mmol) of 2,5-hexanedione followed by 96 mg (0.50 mmol) of p-toluenesulfonic acid. The reaction mixture was heated and stirred at reflux for 12 h. The reaction mixture was poured into 150 mL of water and then extracted with 200 mL of ethyl acetate. The organic solution was washed with 150 mL of brine, dried (MgSO4) and concentrated under diminished pr...